From a dataset of the Open Reaction Database (ORD), a public repository of structured organic reaction records. describe an organic reaction: reactants, conditions, products, and yield Run at time 1.5 hour. Product: NCCCC[C@@H](C(=O)O)N[C@H]1CSC2=C(N(C1=O)CC(=O)O)C=CC=C2 (3(R)-[5-amino-1(S)-carboxypentyl]amino-4-oxo-2,3,4,5-tetrahydro-1,5-benzothiazepine-5-acetic acid). Solvent: C(C)(=O)O (Acetic acid). Starting materials: [OH-].[Na+] (sodium hydroxide), Cl.Cl.NCCCC[C@@H](C(=O)OCC)N[C@H]1CSC2=C(N(C1=O)CC(=O)O)C=CC=C2 (3(R)-[5-amino-1(S)-ethoxycarbonylpentyl]amino-4-oxo-2,3,4,5-tetrahydro-1,5-benzothiazepine-5-acetic acid.dihydrochloride). Procedure: To 4 ml of 1N aqueous sodium hydroxide solution is added 0.2 g of 3(R)-[5-amino-1(S)-ethoxycarbonylpentyl]amino-4-oxo-2,3,4,5-tetrahydro-1,5-benzothiazepine-5-acetic acid.dihydrochloride as obtained in Example 54, and the mixture is stirred at room temperature for 1.5 hours. Acetic acid (1 ml) is added to the raction solution to make the solution weakly acidified, followed by purification by Amberlite XAD-2 column chromatography (methanol:water=3:7). The eluent is concentrated under reduced pres... The yield is 632.4%. Reaction SMILES: [OH-].[Na+].Cl.Cl.[NH2:5][CH2:6][CH2:7][CH2:8][CH2:9][C@H:10]([NH:16][C@@H:17]1[C:23](=[O:24])[N:22]([CH2:25][C:26]([OH:28])=[O:27])[C:21]2[CH:29]=[CH:30][CH:31]=[CH:32][C:20]=2[S:19][CH2:18]1)[C:11]([O:13]CC)=[O:12]>C(O)(=O)C>[NH2:5][CH2:6][CH2:7][CH2:8][CH2:9][C@H:10]([NH:16][C@@H:17]1[C:23](=[O:24])[N:22]([CH2:25][C:26]([OH:28])=[O:27])[C:21]2[CH:29]=[CH:30][CH:31]=[CH:32][C:20]=2[S:19][CH2:18]1)[C:11]([OH:13])=[O:12] |f:0.1,2.3.4|.